This data is from the Open Reaction Database (ORD), a public repository of structured organic reaction records. The task is: describe an organic reaction: reactants, conditions, products, and yield Run at time 18 hour. Solvent: C(C)O (ethanol). Reaction SMILES: [N:1]1[CH:6]=[CH:5][C:4]([N:7]2[CH2:12][CH2:11][N:10]([CH2:13][C:14]([C:16]3[CH:27]=[CH:26][C:19]([O:20][CH2:21][C:22]([O:24]C)=O)=[CH:18][CH:17]=3)=[O:15])[CH2:9][CH2:8]2)=[CH:3][CH:2]=1.[CH3:28][NH2:29]>C(O)C>[N:1]1[CH:6]=[CH:5][C:4]([N:7]2[CH2:8][CH2:9][N:10]([CH2:13][C:14]([C:16]3[CH:27]=[CH:26][C:19]([O:20][CH2:21][C:22]([NH:29][CH3:28])=[O:24])=[CH:18][CH:17]=3)=[O:15])[CH2:11][CH2:12]2)=[CH:3][CH:2]=1. The product is N1=CC=C(C=C1)N1CCN(CC1)CC(=O)C1=CC=C(OCC(=O)NC)C=C1 (2-[4-[2-[4-(4-Pyridyl)piperazin-1-yl]acetyl]phenoxy]-N-methylacetamide). Starting materials: N1=CC=C(C=C1)N1CCN(CC1)CC(=O)C1=CC=C(OCC(=O)OC)C=C1 (Methyl 4-[2-[4-(4-pyridyl)piperazin-1-yl]acetyl]-phenoxyacetate), CN (methylamine). Procedure details: A suspension of the product of Example 1 (100 mg) in a 33% w/v solution of methylamine in ethanol (3 ml) was stirred for 18 hours. The solid formed, after filtration and washing with a little ethyl acetate, gave the title compound, 65 mg: m.p. 169°-171° C.; NMR (d6DMSO) δ 8.14 (2H, d), 8.06 (1H, bq), 8.00 (2H, d), 7.05 (2H, d), 6.80 (2H, d), 4.56 (2H, s), 3.82 (2H, s), 3.30 (4H, t), 2.66 (3H, d), 2.61 (4H, t); m/e 369 (M+H)+ ; calculated for C20H24N4O3 : C, 65.2; H, 6.6; N, 15.2. found: C, 65.0;... Starting materials: O=C1CCC(=O)N1Br, ClCCl, O=C(O)C(CC1CCCC1)c1ccc(S(=O)(=O)C2CCCC2)cc1, Nc1nccs1, O, c1ccc(P(c2ccccc2)c2ccccc2)cc1, c1ccncc1. Yields the product O=C(Nc1nccs1)C(CC1CCCC1)c1ccc(S(=O)(=O)C2CCCC2)cc1. As a reaction SMILES: [Br:20][N:21]1[C:22](=[O:23])[CH2:24][CH2:25][C:26]1=[O:27].[CH2:64]([Cl:65])[Cl:66].[CH:28]1([S:33](=[O:34])(=[O:35])[c:36]2[cH:37][cH:38][c:39]([CH:42]([C:43](=[O:44])[OH:45])[CH2:46][CH:47]3[CH2:48][CH2:49][CH2:50][CH2:51]3)[cH:40][cH:41]2)[CH2:29][CH2:30][CH2:31][CH2:32]1.[NH2:52][c:53]1[s:54][cH:55][cH:56][n:57]1.[OH2:67].[c:1]1([P:2]([c:3]2[cH:4][cH:5][cH:6][cH:7][cH:8]2)[c:9]2[cH:10][cH:11][cH:12][cH:13][cH:14]2)[cH:15][cH:16][cH:17][cH:18][cH:19]1.[cH:58]1[cH:59][cH:60][n:61][cH:62][cH:63]1>>[CH:28]1([S:33](=[O:34])(=[O:35])[c:36]2[cH:37][cH:38][c:39]([CH:42]([C:43](=[O:44])[NH:52][c:53]3[s:54][cH:55][cH:56][n:57]3)[CH2:46][CH:47]3[CH2:48][CH2:49][CH2:50][CH2:51]3)[cH:40][cH:41]2)[CH2:29][CH2:30][CH2:31][CH2:32]1. Reactants: ClC1=NC=C(C(=N1)N[C@@H](CO)C)C=1SC=CC1 ((R)-2-(2-chloro-5-(2-thienyl)pyrimidine-4-ylamino)propan-1-ol), NC1=CC=C(C=C1)S(=O)(=NC(NC1=CC=C(C=C1)C)=O)C ((RS)—S-(4-aminophenyl)-N-(p-tolylcarbamoyl)-S-methylsulphoximide). The product is C1(=CC=C(C=C1)NC(=O)N=S(=O)(C)C1=CC=C(C=C1)NC1=NC=C(C(=N1)N[C@@H](CO)C)C=1SC=CC1)C ((RS)—N-(p-tolylcarbamoyl)-S-(4-{[4-{[(R)-2-hydroxy-1-methylethyl]amino}-5-(2-thienyl)pyrimidine-2-yl]amino}phenyl)-S-methylsulfoximide). Isolated yield 21.0%. As a reaction SMILES: Cl[C:2]1[N:7]=[C:6]([NH:8][C@H:9]([CH3:12])[CH2:10][OH:11])[C:5]([C:13]2[S:14][CH:15]=[CH:16][CH:17]=2)=[CH:4][N:3]=1.[NH2:18][C:19]1[CH:24]=[CH:23][C:22]([S:25]([CH3:38])(=[N:27][C:28](=[O:37])[NH:29][C:30]2[CH:35]=[CH:34][C:33]([CH3:36])=[CH:32][CH:31]=2)=[O:26])=[CH:21][CH:20]=1>>[C:33]1([CH3:36])[CH:32]=[CH:31][C:30]([NH:29][C:28]([N:27]=[S:25]([C:22]2[CH:21]=[CH:20][C:19]([NH:18][C:2]3[N:7]=[C:6]([NH:8][C@H:9]([CH3:12])[CH2:10][OH:11])[C:5]([C:13]4[S:14][CH:15]=[CH:16][CH:17]=4)=[CH:4][N:3]=3)=[CH:24][CH:23]=2)([CH3:38])=[O:26])=[O:37])=[CH:35][CH:34]=1. Reported procedure: In the reaction of (R)-2-(2-chloro-5-(2-thienyl)pyrimidine-4-ylamino)propan-1-ol (39.1 mg, 0.15 mmol) with (RS)—S-(4-aminophenyl)-N-(p-tolylcarbamoyl)-S-methylsulphoximide (40 mg, 0.13 mmol) according to procedure 5c, the desired product is obtained in 21% yield (15 mg) after chromatographic purification (silica gel, dichloromethane/ethanol (0%-20% ethanol)). Starting materials: C(=O)C1=CC=C(CNC(=O)C=2C=C3C=CC=NC3=CC2)C=C1 (quinoline-6-carboxylic acid 4-formyl-benzylamide), 6, C1(=CC=CC=C1)N (phenylamine). Product: C1(=CC=CC=C1)NCC1=CC=C(CNC(=O)C=2C=C3C=CC=NC3=CC2)C=C1 (Quinoline-6-carboxylic acid 4-phenylaminomethyl-benzylamide). Reaction SMILES: [CH:1]([C:3]1[CH:22]=[CH:21][C:6]([CH2:7][NH:8][C:9]([C:11]2[CH:12]=[C:13]3[C:18](=[CH:19][CH:20]=2)[N:17]=[CH:16][CH:15]=[CH:14]3)=[O:10])=[CH:5][CH:4]=1)=O.[C:23]1([NH2:29])[CH:28]=[CH:27][CH:26]=[CH:25][CH:24]=1>>[C:23]1([NH:29][CH2:1][C:3]2[CH:22]=[CH:21][C:6]([CH2:7][NH:8][C:9]([C:11]3[CH:12]=[C:13]4[C:18](=[CH:19][CH:20]=3)[N:17]=[CH:16][CH:15]=[CH:14]4)=[O:10])=[CH:5][CH:4]=2)[CH:28]=[CH:27][CH:26]=[CH:25][CH:24]=1. Procedure: The title compound (13.8 mg) was obtained according to an analogous method to Example E-26 using quinoline-6-carboxylic acid 4-formyl-benzylamide described in Preparation Example E+-6 (50 mg, 0.172 mmol) instead of formalin, and phenylamine (31 μl, 10.34 mmol) instead of quinoline-6-carboxylic acid 4-benzyl amino-benzylamide. Trifluoroacetic acid salt of the title compound was obtained by reverse phase high performance liquid chromatography (acetonitrile-water mobile phase (containing 0.1% trifl... The reactants are C(=C)OCCOCCOCCOCCOCCOCCOCCO (heptaethylene glycol vinyl ether), [OH-].[Na+] (sodium hydroxide), CI (methyl iodide). Conditions: temperature 40 celsius, time 5 hour. The product is C(=C)OCCOCCOCCOCCOCCOCCOCCOC (heptaethylene glycol methyl vinyl ether). RXN SMILES: [CH:1]([O:3][CH2:4][CH2:5][O:6][CH2:7][CH2:8][O:9][CH2:10][CH2:11][O:12][CH2:13][CH2:14][O:15][CH2:16][CH2:17][O:18][CH2:19][CH2:20][O:21][CH2:22][CH2:23][OH:24])=[CH2:2].[OH-].[Na+].[CH3:27]I>>[CH:1]([O:3][CH2:4][CH2:5][O:6][CH2:7][CH2:8][O:9][CH2:10][CH2:11][O:12][CH2:13][CH2:14][O:15][CH2:16][CH2:17][O:18][CH2:19][CH2:20][O:21][CH2:22][CH2:23][O:24][CH3:27])=[CH2:2] |f:1.2|. Procedure details: A 1-L flask equipped with a stirrer, a dropping funnel, a thermometer, a condenser tube, and a nitrogen gas inlet was charged with 50 parts of heptaethylene glycol vinyl ether and 11 parts of sodium hydroxide. The flask was heated to 40° C. with stirring under a nitrogen atmosphere, and then 40 parts of methyl iodide was slowly dropped while the internal temperature was maintained at 40° C. or lower. After completion of the dropping, the mixture was aged for five hours, and distilled under reduc... The reactants are NC1=NC(=NC2=CC(=C(C=C12)OC)OC)Cl (4-amino-2-chloro-6,7-dimethoxyquinazoline), N1CCC(CC1)N1C(CC2(CC1=O)CCCCC2)=O (3-(4-piperidinyl)-3-azaspiro-[5,5]-undecan-2,4-dione), C([O-])([O-])=O.[Na+].[Na+] (sodium carbonate). The solvent is CN(C=O)C (dimethylformamide). Run at time 10 hour. Product: Cl.NC1=NC(=NC2=CC(=C(C=C12)OC)OC)C1NCCC(C1)N1C(CC2(CC1=O)CCCCC2)=O (3-[2-(4-amino-6,7-dimethoxy-2-quinazolinyl)-4-piperidinyl]-3-azaspiro[5,5]undecan-2,4-dione monohydrochloride). As a reaction SMILES: [NH2:1][C:2]1[C:11]2[C:6](=[CH:7][C:8]([O:14][CH3:15])=[C:9]([O:12][CH3:13])[CH:10]=2)[N:5]=[C:4]([Cl:16])[N:3]=1.[NH:17]1[CH2:22][CH2:21][CH:20]([N:23]2[C:28](=[O:29])[CH2:27][C:26]3([CH2:34][CH2:33][CH2:32][CH2:31][CH2:30]3)[CH2:25][C:24]2=[O:35])[CH2:19][CH2:18]1.C(=O)([O-])[O-].[Na+].[Na+]>CN(C)C=O>[ClH:16].[NH2:1][C:2]1[C:11]2[C:6](=[CH:7][C:8]([O:14][CH3:15])=[C:9]([O:12][CH3:13])[CH:10]=2)[N:5]=[C:4]([CH:22]2[CH2:21][CH:20]([N:23]3[C:28](=[O:29])[CH2:27][C:26]4([CH2:30][CH2:31][CH2:32][CH2:33][CH2:34]4)[CH2:25][C:24]3=[O:35])[CH2:19][CH2:18][NH:17]2)[N:3]=1 |f:2.3.4,6.7|. Procedure: The mixture of 2.39 g of 4-amino-2-chloro-6,7-dimethoxyquinazoline, 2.64 g of 3-(4-piperidinyl)-3-azaspiro-[5,5]-undecan-2,4-dione, 2.1 g anhydrous sodium carbonate and 25 ml of dimethylformamide is stirred under nitrogen at 150° for 10 hours. It is filtered, the filtrate evaporated, the residue dissolved in methylene chloride, the solution washed with aqueous sodium carbonate, dried, filtered and evaporated. The residue is triturated with 50 ml of isopropanol, the remainder taken up in isopropa... Starting materials: COc1ccc(N)c([N+](=O)[O-])c1, CC(C)NC(C)C, ClCCl, O=C(Cl)Oc1ccccc1. Yields the product COc1ccc(NC(=O)Oc2ccccc2)c([N+](=O)[O-])c1. As a reaction SMILES: [CH3:1][O:2][c:3]1[cH:4][cH:5][c:6]([NH2:7])[c:8]([N+:10]([O-:11])=[O:12])[cH:9]1.[CH:13]([NH:14][CH:15]([CH3:16])[CH3:17])([CH3:18])[CH3:19].[Cl:30][CH2:31][Cl:32].[c:20]1([O:26][C:27](=[O:28])[Cl:29])[cH:21][cH:22][cH:23][cH:24][cH:25]1>>[CH3:1][O:2][c:3]1[cH:4][cH:5][c:6]([NH:7][C:27]([O:26][c:20]2[cH:21][cH:22][cH:23][cH:24][cH:25]2)=[O:28])[c:8]([N+:10]([O-:11])=[O:12])[cH:9]1. Starting materials: C(CCCCCCCCCCC)N(C)C (lauryl dimethyl amine), O (water), Cl (hydrochloric acid). Solvent: C(C)O (ethanol). The product is C(CCCCCCCCCCC)N(C)C (lauryl dimethyl amine), Cl.C(CCCCCCCCCCC)N(C)C (lauryl dimethyl amine hydrochloride). Reaction SMILES: [CH2:1]([N:13]([CH3:15])[CH3:14])[CH2:2][CH2:3][CH2:4][CH2:5][CH2:6][CH2:7][CH2:8][CH2:9][CH2:10][CH2:11][CH3:12].O.[ClH:17]>C(O)C>[CH2:1]([N:13]([CH3:15])[CH3:14])[CH2:2][CH2:3][CH2:4][CH2:5][CH2:6][CH2:7][CH2:8][CH2:9][CH2:10][CH2:11][CH3:12].[ClH:17].[CH2:1]([N:13]([CH3:15])[CH3:14])[CH2:2][CH2:3][CH2:4][CH2:5][CH2:6][CH2:7][CH2:8][CH2:9][CH2:10][CH2:11][CH3:12] |f:5.6|. Reported procedure: A three liter three-necked flask equipped with an addition funnel was charged with 583 grams (2.73 moles) of lauryl dimethyl amine, 330 grams of water and 330 grams of ethanol. With agitation, 133 grams (1.35 moles) of 37% hydrochloric acid was added to produce an equipmolar solution of lauryl dimethyl amine and lauryl dimethyl amine hydrochloride. The resulting exotherm brought the temperature to 60° C. 114.6 grams (1.24 moles) of epichlorohydrin was slowly added to the flask throught the addit... The reactants are CCOC(=O)c1ccc(N)cc1, C=CS(=O)(=O)F, CN(C)C=O, O. Product: CCOC(=O)c1ccc(NC=CS(=O)(=O)F)cc1. RXN SMILES: [C:6](=[O:7])([O:8][CH2:9][CH3:10])[c:11]1[cH:12][cH:13][c:14]([NH2:15])[cH:16][cH:17]1.[CH:18](=[CH2:19])[S:20](=[O:21])(=[O:22])[F:23].[O:1]=[CH:2][N:3]([CH3:4])[CH3:5].[OH2:24]>>[C:6](=[O:7])([O:8][CH2:9][CH3:10])[c:11]1[cH:12][cH:13][c:14]([NH:15][CH:19]=[CH:18][S:20](=[O:21])(=[O:22])[F:23])[cH:16][cH:17]1.